This data is from the Open Reaction Database (ORD), a public repository of structured organic reaction records. The task is: describe an organic reaction: reactants, conditions, products, and yield Reactants: C(C)N1C=CC2=CC=C(C=C12)NC(=O)C1=CC=C(C=C1)N1CCC(CC1)C(=O)O (1-[4-(1-ethyl-1H-indol-6-ylcarbamoyl)-phenyl]-piperidine-4-carboxylic acid), C(C)(C)(C)S(=O)(=O)N (t-butyl sulfonamide), IC1=C(C=C(C=C1)NC(=O)C=1C=CC(=NC1)N1CCC(CC1)C(=O)NS(=O)(=O)C(C)(C)C)C (4-(2-methyl-propane-2-sulfonylaminocarbonyl)-3,4,5,6-tetrahydro-2H-[1,2′]bipyridinyl-5′-carboxylic acid (4-iodo-3-methyl-phenyl)-amide). Product: C(C)N1C=CC2=CC=C(C=C12)NC(C1=CC=C(C=C1)N1CCC(CC1)C(=O)NS(=O)(=O)C(C)(C)C)=O (N-(1-Ethyl-1H-indol-6-yl)-4-[4-(2-methyl-propane-2-sulfonylaminocarbonyl)-piperidin-1-yl]-benzamide). Reaction SMILES: [CH2:1]([N:3]1[C:11]2[C:6](=[CH:7][CH:8]=[C:9]([NH:12][C:13]([C:15]3[CH:20]=[CH:19][C:18]([N:21]4[CH2:26][CH2:25][CH:24]([C:27](O)=[O:28])[CH2:23][CH2:22]4)=[CH:17][CH:16]=3)=[O:14])[CH:10]=2)[CH:5]=[CH:4]1)[CH3:2].[C:30]([S:34]([NH2:37])(=[O:36])=[O:35])([CH3:33])([CH3:32])[CH3:31].IC1C=CC(NC(C2C=CC(N3CCC(C(NS(C(C)(C)C)(=O)=O)=O)CC3)=NC=2)=O)=CC=1C>>[CH2:1]([N:3]1[C:11]2[C:6](=[CH:7][CH:8]=[C:9]([NH:12][C:13](=[O:14])[C:15]3[CH:20]=[CH:19][C:18]([N:21]4[CH2:26][CH2:25][CH:24]([C:27]([NH:37][S:34]([C:30]([CH3:33])([CH3:32])[CH3:31])(=[O:36])=[O:35])=[O:28])[CH2:23][CH2:22]4)=[CH:17][CH:16]=3)[CH:10]=2)[CH:5]=[CH:4]1)[CH3:2]. Reported procedure: N-(1-Ethyl-1H-indol-6-yl)-4-[4-(2-methyl-propane-2-sulfonylaminocarbonyl)-piperidin-1-yl]-benzamide was prepared form 1-[4-(1-ethyl-1H-indol-6-ylcarbamoyl)-phenyl]-piperidine-4-carboxylic acid and t-butyl sulfonamide in a manner similar to the one described in the synthesis of 4-(2-methyl-propane-2-sulfonylaminocarbonyl)-3,4,5,6-tetrahydro-2H-[1,2′]bipyridinyl-5′-carboxylic acid (4-iodo-3-methyl-phenyl)-amide. The product was isolated after a silica gel column purification with 50-100% Et2O in h... The reactants are ClC1=NC=C(C2=CC=CC=C12)OCC(F)F (1-chloro-4-(2,2-difluoroethoxy)isoquinoline), [F-].[Cs+] (CsF). The solvent is CS(=O)C (DMSO). Reaction conditions: temperature 140 celsius. The product is FC(COC1=CN=C(C2=CC=CC=C12)F)F (4-(2,2-difluoroethoxy)-1-fluoroisoquinoline). As a reaction SMILES: Cl[C:2]1[C:11]2[C:6](=[CH:7][CH:8]=[CH:9][CH:10]=2)[C:5]([O:12][CH2:13][CH:14]([F:16])[F:15])=[CH:4][N:3]=1.[F-:17].[Cs+]>CS(C)=O>[F:15][CH:14]([F:16])[CH2:13][O:12][C:5]1[C:6]2[C:11](=[CH:10][CH:9]=[CH:8][CH:7]=2)[C:2]([F:17])=[N:3][CH:4]=1 |f:1.2|. Reported procedure: To a solution of 1-chloro-4-(2,2-difluoroethoxy)isoquinoline (630 mg, 2.59 mmol) in DMSO (10 mL) was added CsF (786 mg, 5.17 mmol) and heated to 140° C. for 2 hrs. LC/MS showed the desired product. The reaction was diluted with Ethylacteate and washed with water, and brine. The organic phase was collected, dried over sodium sulfate, and concentrated under vacuum to give the crude product which was purified by silica gel chromatography using a gradient of 5-50% EtOAc/Hexanes. The product fraction... Reactants: C(C)(C)C(O[C@H](COCOC)C=C)(P(=O)(O)O)C(C)C ((S)-2-O-(Diisopropyl phosphonomethyl)-1-O-methoxymethyl-3-butene-1,2-diol), C12(C(=O)CC(CC1)C2(C)C)CS(=O)(=O)O (camphorsulfonic acid). The solvent is CO (methanol). The product is C(C)(C)C(O[C@H](CO)C=C)(P(=O)(O)O)C(C)C ((S)-2-O-(Diisopropyl phosphonomethyl)-3-butene-1,2-diol). Yield: 92.2%. RXN SMILES: [CH:1]([C:4]([CH:18]([CH3:20])[CH3:19])([P:14]([OH:17])([OH:16])=[O:15])[O:5][C@@H:6]([CH:12]=[CH2:13])[CH2:7][O:8]COC)([CH3:3])[CH3:2].C12(CS(O)(=O)=O)C(C)(C)C(CC1)CC2=O>CO>[CH:18]([C:4]([CH:1]([CH3:3])[CH3:2])([P:14]([OH:17])([OH:16])=[O:15])[O:5][C@@H:6]([CH:12]=[CH2:13])[CH2:7][OH:8])([CH3:19])[CH3:20]. Reported procedure: (S)-2-O-(Diisopropyl phosphonomethyl)-1-O-methoxymethyl-3-butene-1,2-diol (3.45 g, 11.12 mmol) and camphorsulfonic acid (0.2 g, 0.8 mmol) were mixed in 45 mL of methanol. The resulting solution was heated at reflux for 5 hours. The solvent was evaporated, and the residue was purified by flash chromatography (ethyl acetate:petroleum ether=1:1 to 1:0 then ehtyl acetate:methanol 20:1) to give 2.73 g (92%) of the title compound as an oil. Starting materials: O(C1=CC=CC=C1)C1=CC(=C(C=C1)O)CCC (4-phenoxy-2-propylphenol), BrCCCBr (1,3-dibromopropane), C([O-])([O-])=O.[Cs+].[Cs+] (cesium carbonate). Run in CN(C)C=O (DMF). Product: C1(=CC=CC=C1)OC1=CC(=C(C=C1)OCCCBr)CCC (4-(3-bromopropoxy)-3-propylphenyl phenyl ether). As a reaction SMILES: [O:1]([C:8]1[CH:13]=[CH:12][C:11]([OH:14])=[C:10]([CH2:15][CH2:16][CH3:17])[CH:9]=1)[C:2]1[CH:7]=[CH:6][CH:5]=[CH:4][CH:3]=1.[Br:18][CH2:19][CH2:20][CH2:21]Br.C(=O)([O-])[O-].[Cs+].[Cs+]>CN(C=O)C>[C:2]1([O:1][C:8]2[CH:13]=[CH:12][C:11]([O:14][CH2:21][CH2:20][CH2:19][Br:18])=[C:10]([CH2:15][CH2:16][CH3:17])[CH:9]=2)[CH:3]=[CH:4][CH:5]=[CH:6][CH:7]=1 |f:2.3.4|. Reported procedure: A solution of 4-phenoxy-2-propylphenol (12.0 g, 52.60 mmol), 1,3-dibromopropane (31.86 g, 157.81 mmol) and cesium carbonate (18.0 g, 55.23 mmol) in dry DMF (110 mL) was stirred at room temperature overnight. The reaction mixture was partitioned between ethyl acetate and 0.2N HCl. The organic was washed twice with water, then dried over sodium sulfate. The organic was filtered and evaporated to an oil which was chromatographed over silica gel with methylene chloride/hexane (1:1) to afford the tit... Reactants: CC=1NC2=CC=C(C(=C2C1)C(F)(F)F)C#N (2-methyl-4-(trifluoromethyl)-1H-indole-5-carbonitrile), ClCC1=NOC(=C1)C1=CC=C(C=C1)F (3-(chloromethyl)-5-(4-fluorophenyl)isoxazole). Yields the product FC1=CC=C(C=C1)C1=CC(=NO1)CN1C(=CC2=C(C(=CC=C12)C#N)C(F)(F)F)C (1-{[5-(4-Fluorophenyl)-3-isoxazolyl]methyl}-2-methyl-4-(trifluoromethyl)-1H-indole-5-carbonitrile). RXN SMILES: [CH3:1][C:2]1[NH:3][C:4]2[C:9]([CH:10]=1)=[C:8]([C:11]([F:14])([F:13])[F:12])[C:7]([C:15]#[N:16])=[CH:6][CH:5]=2.Cl[CH2:18][C:19]1[CH:23]=[C:22]([C:24]2[CH:29]=[CH:28][C:27]([F:30])=[CH:26][CH:25]=2)[O:21][N:20]=1>>[F:30][C:27]1[CH:26]=[CH:25][C:24]([C:22]2[O:21][N:20]=[C:19]([CH2:18][N:3]3[C:4]4[C:9](=[C:8]([C:11]([F:12])([F:14])[F:13])[C:7]([C:15]#[N:16])=[CH:6][CH:5]=4)[CH:10]=[C:2]3[CH3:1])[CH:23]=2)=[CH:29][CH:28]=1. Procedure details: Synthesized in a manner similar to Example 23 using 2-methyl-4-(trifluoromethyl)-1H-indole-5-carbonitrile and 3-(chloromethyl)-5-(4-fluorophenyl)isoxazole: MS (ES) m/z 400 (M+1). The reactants are CCCN, O=Cc1ccc(-c2cc3ncnc(Nc4ccc5[nH]ccc5c4)c3s2)cc1. The product is CCCNCc1ccc(-c2cc3ncnc(Nc4ccc5[nH]ccc5c4)c3s2)cc1. RXN SMILES: [CH3:1][CH2:2][CH2:3][NH2:4].[nH:5]1[cH:6][cH:7][c:8]2[cH:9][c:10]([NH:14][c:15]3[c:16]4[c:17]([n:18][cH:19][n:20]3)[cH:21][c:22](-[c:24]3[cH:25][cH:26][c:27]([CH:28]=[O:29])[cH:30][cH:31]3)[s:23]4)[cH:11][cH:12][c:13]12>>[CH3:1][CH2:2][CH2:3][NH:4][CH2:28][c:27]1[cH:26][cH:25][c:24](-[c:22]2[cH:21][c:17]3[c:16]([c:15]([NH:14][c:10]4[cH:9][c:8]5[cH:7][cH:6][nH:5][c:13]5[cH:12][cH:11]4)[n:20][cH:19][n:18]3)[s:23]2)[cH:31][cH:30]1. Reactants: [BH4-], CCOC(=O)C1CC(=O)CC1C(=O)NCC#N, C1CCOC1, [Na+], CN(C)C=O. Yields the product CCOC(=O)C1CC(O)CC1C(=O)NCC#N. Reaction SMILES: [BH4-:23].[CH2:1]([CH3:2])[O:3][C:4](=[O:5])[CH:6]1[CH:7]([C:12]([NH:13][CH2:14][C:15]#[N:16])=[O:17])[CH2:8][C:9](=[O:11])[CH2:10]1.[CH2:25]1[O:26][CH2:27][CH2:28][CH2:29]1.[Na+:24].[O:18]=[CH:19][N:20]([CH3:21])[CH3:22]>>[CH2:1]([CH3:2])[O:3][C:4](=[O:5])[CH:6]1[CH:7]([C:12]([NH:13][CH2:14][C:15]#[N:16])=[O:17])[CH2:8][CH:9]([OH:11])[CH2:10]1. As a reaction SMILES: [C:1](#[CH:2])[c:3]1[cH:4][c:5](-[c:9]2[cH:10][c:11]([S:12]([O-:13])(=[O:14])=[O:15])[cH:16][cH:17][c:18]2[CH3:19])[cH:6][cH:7][cH:8]1.[CH3:43][S:44]([CH3:45])=[O:46].[CH3:48][OH:49].[K+:21].[N+:22]([O-:23])(=[O:24])[c:25]1[cH:26][cH:27][c:28]([C:31](=[O:32])[C:33](=[O:34])[c:35]2[cH:36][cH:37][cH:38][cH:39][cH:40]2)[cH:29][cH:30]1.[Na+:42].[OH-:20].[OH-:41].[OH2:47]>>[C:1](#[CH:2])[c:3]1[cH:4][c:5]([O:20][c:25]2[cH:26][cH:27][c:28]([C:31](=[O:32])[C:33](=[O:34])[c:35]3[cH:36][cH:37][cH:38][cH:39][cH:40]3)[cH:29][cH:30]2)[cH:6][cH:7][cH:8]1. Yields the product C#Cc1cccc(Oc2ccc(C(=O)C(=O)c3ccccc3)cc2)c1. The reactants are C#Cc1cccc(-c2cc(S(=O)(=O)[O-])ccc2C)c1, CS(C)=O, CO, [K+], O=C(C(=O)c1ccc([N+](=O)[O-])cc1)c1ccccc1, [Na+], [OH-], [OH-], O. Starting materials: [BH4-].[Na+] (sodium borohydride), CC=1C=C(C=C(C1O[Si](C(C)C)(C(C)C)C(C)C)C)C(C(C)N1CCC(CC1)(O)C1=CC=C(C=C1)C(F)(F)F)=O (1-(3,5-dimethyl-4-triisopropylsilyloxyphenyl)-2-(4-(4-trifluoromethylphenyl)-4-hydroxypiperidin-1-yl)-propan-1-one). Solvent: C(C)O (ethanol). Reaction conditions: time 10 minute. Product: CC=1C=C(C=C(C1O[Si](C(C)C)(C(C)C)C(C)C)C)[C@H]([C@@H](C)N1CCC(CC1)(O)C1=CC=C(C=C1)C(F)(F)F)O ((1R*,2R*)-1-(3,5-dimethyl-4-triisopropylsilyloxyphenyl)-2-(4-(4-trifluoromethylphenyl)-4-hydroxypiperidin-1-yl)-propan-1-ol). The yield is 31.3%. As a reaction SMILES: [BH4-].[Na+].[CH3:3][C:4]1[CH:5]=[C:6]([C:22](=[O:42])[CH:23]([N:25]2[CH2:30][CH2:29][C:28]([C:32]3[CH:37]=[CH:36][C:35]([C:38]([F:41])([F:40])[F:39])=[CH:34][CH:33]=3)([OH:31])[CH2:27][CH2:26]2)[CH3:24])[CH:7]=[C:8]([CH3:21])[C:9]=1[O:10][Si:11]([CH:18]([CH3:20])[CH3:19])([CH:15]([CH3:17])[CH3:16])[CH:12]([CH3:14])[CH3:13]>C(O)C>[CH3:3][C:4]1[CH:5]=[C:6]([C@@H:22]([OH:42])[C@H:23]([N:25]2[CH2:26][CH2:27][C:28]([C:32]3[CH:37]=[CH:36][C:35]([C:38]([F:41])([F:40])[F:39])=[CH:34][CH:33]=3)([OH:31])[CH2:29][CH2:30]2)[CH3:24])[CH:7]=[C:8]([CH3:21])[C:9]=1[O:10][Si:11]([CH:18]([CH3:19])[CH3:20])([CH:15]([CH3:16])[CH3:17])[CH:12]([CH3:13])[CH3:14] |f:0.1|. Procedure: A mixture of sodium borohydride (0.090 g, 2.38 mmol) and ethanol (5 mL) was stirred 10 min and then 1-(3,5-dimethyl-4-triisopropylsilyloxyphenyl)-2-(4-(4-trifluoromethylphenyl)-4-hydroxypiperidin-1-yl)-propan-1-one (1.30 g, 2.25 mmol in 25 mL of ethanol) was added. The reaction was stirred at ambient temperature overnight. The white solid which precipitated was collected by filtration and dried to yield 0.408 g (31%) of (1R*,2R*)-1-(3,5-dimethyl-4-triisopropylsilyloxyphenyl)-2-(4-(4-trifluoromet...